From a dataset of the Open Reaction Database (ORD), a public repository of structured organic reaction records. describe an organic reaction: reactants, conditions, products, and yield Reactants: Cl (HCl), C(#N)[BH3-].[Na+] (sodium cyanoborohydride), BrCC(C(=O)OCC)=O (ethyl bromopyruvate). Run in C(C)OCC (diethyl ether), CO (MeOH), CO (MeOH). Conditions: temperature 0 celsius, time 1 hour. Product: BrCC(C(=O)OCC)O (Ethyl 3-bromo-2-hydroxypropanoate). RXN SMILES: C([BH3-])#N.[Na+].[Br:5][CH2:6][C:7](=[O:13])[C:8]([O:10][CH2:11][CH3:12])=[O:9].Cl>CO.C(OCC)C>[Br:5][CH2:6][CH:7]([OH:13])[C:8]([O:10][CH2:11][CH3:12])=[O:9] |f:0.1|. Procedure: To a solution of sodium cyanoborohydride (17.72 g, 282.0 mmol) in anhydrous MeOH (160 mL) under an atmosphere of nitrogen was added ethyl bromopyruvate (32.25 mL, 256.4 mmol, 80-85%) in anhydrous MeOH (160 mL). The mixture was treated with 1N HCl in diethyl ether to pH 4 and stirred for 1 h at 0° C. The solvent was removed in vacuo, and the resulting slurry was partitioned between diethyl ether and saturated aqueous NH4Cl solution. The aqueous layer was extracted several times into diethyl ether...